This data is from the Open Reaction Database (ORD), a public repository of structured organic reaction records. The task is: describe an organic reaction: reactants, conditions, products, and yield Starting materials: CCOC(=O)CC#N, COc1cccc(C(C)=O)c1, CC(=O)[O-], CCOC(C)=O, CC(=O)O, [NH4+], c1ccccc1. The product is CCOC(=O)C(C#N)=C(C)c1cccc(OC)c1. Reaction SMILES: [C:12](#[N:13])[CH2:14][C:15](=[O:16])[O:17][CH2:18][CH3:19].[CH3:1][O:2][c:3]1[cH:4][c:5]([C:9]([CH3:10])=[O:11])[cH:6][cH:7][cH:8]1.[CH3:21][C:22](=[O:23])[O-:24].[CH3:25][CH2:26][O:27][C:28](=[O:29])[CH3:30].[CH3:31][C:32](=[O:33])[OH:34].[NH4+:20].[cH:35]1[cH:36][cH:37][cH:38][cH:39][cH:40]1>>[CH3:1][O:2][c:3]1[cH:4][c:5]([C:9]([CH3:10])=[C:14]([C:12]#[N:13])[C:15](=[O:16])[O:17][CH2:18][CH3:19])[cH:6][cH:7][cH:8]1. Starting materials: S(O)(O)(=O)=O (sulfuric acid), FC1=C(C=CC(=C1)F)C=1C(N(C(=CN1)C(F)(F)F)C)=O (3-(2,4-difluorophenyl)-1-methyl-6-trifluoromethyl-2-oxo-1,2-dihydropyrazine), FC1=C(C=CC(=C1)F)C=1C(N(C(=CN1)C(F)(F)F)C)=O (3-(2,4-difluorophenyl)-1-methyl-6-trifluoromethyl-2-oxo-1,2-dihydropyrazine), [N+](=O)(O)[O-] (nitric acid), ice water. Run at time 8 hour. Product: FC1=C(C=C(C(=C1)F)[N+](=O)[O-])C=1C(N(C(=CN1)C(F)(F)F)C)=O (3-(2,4-difluoro-5-nitrophenyl)-1-methyl-6-trifluoromethyl-2-oxo-1,2-dihydropyrazine). The yield is 96.0%. As a reaction SMILES: S(=O)(=O)(O)O.[F:6][C:7]1[CH:12]=[C:11]([F:13])[CH:10]=[CH:9][C:8]=1[C:14]1[C:15](=[O:25])[N:16]([CH3:24])[C:17]([C:20]([F:23])([F:22])[F:21])=[CH:18][N:19]=1.[N+:26]([O-])([OH:28])=[O:27]>>[F:6][C:7]1[CH:12]=[C:11]([F:13])[C:10]([N+:26]([O-:28])=[O:27])=[CH:9][C:8]=1[C:14]1[C:15](=[O:25])[N:16]([CH3:24])[C:17]([C:20]([F:21])([F:23])[F:22])=[CH:18][N:19]=1. Procedure: To 85 ml of concentrated sulfuric acid was added 7.0 g of 3-(2,4-difluorophenyl)-1-methyl-6-trifluoromethyl-2-oxo-1,2-dihydropyrazine (present compound 1-10) at 5° C. Furthermore, 9 ml of 70% nitric acid was added, and the mixture was stirred at 5° to 10° C. for 8 hours. After completion of the reaction, the reaction mixture was added to ice water, followed by extraction with ethyl acetate. The organic layer was washed with water and then saturated sodium chloride solution, dried with anhydrous ... The reactants are COC1=C2C(=NNC2=CC=C1)NCC(C)(C1=CC=CC=C1)C (4-Methoxy-N-(2-methyl-2-phenylpropyl)-1H-indazol-3-amine), C([O-])([O-])=O.[K+].[K+] (potassium carbonate), Solvent B, FC1=C(C=O)C(=CC=C1)OC (2-fluoro-6-methoxylbenzaldehyde), CO.O.C(=O)(C(F)(F)F)O (MeOH H2O TFA), Solvent B, BrC(C)C (2-bromopropane). Solvent: CN(C)C=O (DMF). Reaction conditions: temperature 100 celsius. Yields the product C(C)(C)N1N=C(C2=C(C=CC=C12)OC)NCC(C)(C1=CC=CC=C1)C (1-Isopropyl-4-methoxy-N-(2-methyl-2-phenylpropyl)-1H-indazol-3-amine). As a reaction SMILES: [CH3:1][O:2][C:3]1[CH:11]=[CH:10][CH:9]=[C:8]2[C:4]=1[C:5]([NH:12][CH2:13][C:14]([CH3:22])([C:16]1[CH:21]=[CH:20][CH:19]=[CH:18][CH:17]=1)[CH3:15])=[N:6][NH:7]2.C(=O)([O-])[O-].[K+].[K+].Br[CH:30]([CH3:32])[CH3:31].FC1C=CC=C(OC)C=1C=O.CO.O.C(O)(C(F)(F)F)=O>CN(C=O)C>[CH:30]([N:7]1[C:8]2[C:4](=[C:3]([O:2][CH3:1])[CH:11]=[CH:10][CH:9]=2)[C:5]([NH:12][CH2:13][C:14]([CH3:22])([C:16]2[CH:21]=[CH:20][CH:19]=[CH:18][CH:17]=2)[CH3:15])=[N:6]1)([CH3:32])[CH3:31] |f:1.2.3,6.7.8|. Procedure details: To a stirred solution of Example 42 (16 mg, 0.054 mmol) in DMF (0.5 mL) was added potassium carbonate (8.3 mg, 0.06 mmol) followed by 2-bromopropane (18 uL, 0.12 mmol). Upon completion of addition, the reaction mixture was heated at 100° C. for 6 h. At the conclusion of this period, the reaction mixture was subjected to preparative HPLC (Rt=7.76 minutes using YMC ODS 5 u 30×100 mm column with flow rate of 40 mL/min over 10 min period; 20 to 100% Solvent B. Solvent A=10/90/0.1% MeOH/H2O/TFA. Solv... Starting materials: ClCCl, CC(C)(C)OC(=O)NC1CCC(c2cccc(F)c2F)Cn2c(CC(F)(F)F)cnc21, O=C(O)C(F)(F)F. Yields the product NC1CCC(c2cccc(F)c2F)Cn2c(CC(F)(F)F)cnc21. Reaction SMILES: [Cl:39][CH2:40][Cl:41].[F:8][c:9]1[c:10]([CH:16]2[CH2:17][CH2:18][CH:19]([NH:31][C:32](=[O:33])[O:34][C:35]([CH3:36])([CH3:37])[CH3:38])[c:20]3[n:21]([c:23]([CH2:26][C:27]([F:28])([F:29])[F:30])[cH:24][n:25]3)[CH2:22]2)[cH:11][cH:12][cH:13][c:14]1[F:15].[OH:1][C:2]([C:3]([F:4])([F:5])[F:6])=[O:7]>>[F:8][c:9]1[c:10]([CH:16]2[CH2:17][CH2:18][CH:19]([NH2:31])[c:20]3[n:21]([c:23]([CH2:26][C:27]([F:28])([F:29])[F:30])[cH:24][n:25]3)[CH2:22]2)[cH:11][cH:12][cH:13][c:14]1[F:15].